From a dataset of the Open Reaction Database (ORD), a public repository of structured organic reaction records. describe an organic reaction: reactants, conditions, products, and yield The reactants are CCOC(=O)c1cn(C2CC2)c2nc(N3Cc4ccccc4C3)c(F)cc2c1=O, CCO, Cl. The product is O=C(O)c1cn(C2CC2)c2nc(N3Cc4ccccc4C3)c(F)cc2c1=O. Reaction SMILES: [CH2:1]([CH3:2])[O:3][C:4](=[O:5])[c:6]1[cH:7][n:8]([CH:27]2[CH2:28][CH2:29]2)[c:9]2[n:10][c:11]([N:18]3[CH2:19][c:20]4[cH:21][cH:22][cH:23][cH:24][c:25]4[CH2:26]3)[c:12]([F:17])[cH:13][c:14]2[c:15]1=[O:16].[CH3:31][CH2:32][OH:33].[ClH:30]>>[O:3]=[C:4]([OH:5])[c:6]1[cH:7][n:8]([CH:27]2[CH2:28][CH2:29]2)[c:9]2[n:10][c:11]([N:18]3[CH2:19][c:20]4[cH:21][cH:22][cH:23][cH:24][c:25]4[CH2:26]3)[c:12]([F:17])[cH:13][c:14]2[c:15]1=[O:16].